From a dataset of the Open Reaction Database (ORD), a public repository of structured organic reaction records. describe an organic reaction: reactants, conditions, products, and yield The reactants are CO, O=C(O)C1CC1C(=O)Nc1ccc(-n2ccccc2=O)cc1F, O=S(Cl)Cl. As a reaction SMILES: [CH3:28][OH:29].[F:1][c:2]1[c:3]([NH:15][C:16](=[O:17])[CH:18]2[CH:19]([C:21](=[O:22])[OH:23])[CH2:20]2)[cH:4][cH:5][c:6](-[n:8]2[c:9](=[O:14])[cH:10][cH:11][cH:12][cH:13]2)[cH:7]1.[S:24]([Cl:25])([Cl:26])=[O:27]>>[F:1][c:2]1[c:3]([NH:15][C:16](=[O:17])[CH:18]2[CH:19]([C:21]([O:22][CH3:28])=[O:23])[CH2:20]2)[cH:4][cH:5][c:6](-[n:8]2[c:9](=[O:14])[cH:10][cH:11][cH:12][cH:13]2)[cH:7]1. Yields the product COC(=O)C1CC1C(=O)Nc1ccc(-n2ccccc2=O)cc1F.